From a dataset of the Open Reaction Database (ORD), a public repository of structured organic reaction records. describe an organic reaction: reactants, conditions, products, and yield As a reaction SMILES: Cl[CH:2]([CH2:6][C:7]([C:9]1[CH:14]=[C:13]([Cl:15])[C:12]([CH3:16])=[C:11]([Cl:17])[CH:10]=1)=O)[C:3](O)=[O:4].Cl.[NH2:19][NH2:20]>C(O)C.O>[Cl:17][C:11]1[CH:10]=[C:9]([C:7]2[CH:6]=[CH:2][C:3](=[O:4])[NH:19][N:20]=2)[CH:14]=[C:13]([Cl:15])[C:12]=1[CH3:16] |f:1.2|. Yields the product ClC=1C=C(C=C(C1C)Cl)C=1C=CC(NN1)=O (6-(3,5-dichloro-4-methylphenyl)-3(2H)pyridazinone). Starting materials: Cl.NN (hydrazine hydrochloride), ClC(C(=O)O)CC(=O)C1=CC(=C(C(=C1)Cl)C)Cl (2-chloro-4-(3,5-dichloro-4-methylphenyl)-4-oxobutyric acid). Reported procedure: 1.48 g (0.005 mole) of 2-chloro-4-(3,5-dichloro-4-methylphenyl)-4-oxobutyric acid, prepared as described in step (a) above, were dissolved in a solution of 0.68 g (0.01 mole) of hydrazine hydrochloride in 15 ml of ethanol and 2 ml of water; the solution was then heated under reflux for 3 hours, after which it was cooled. The solvent was then distilled off and 20 ml of water were added to the residue. The mixture was stirred and the resulting crystals were collected by filtration, washed successi... The yield is 66.6%. Run in C(C)O (ethanol), O (water). The product is CCCCc1nc(-c2ccc(C(F)(F)F)cc2)sc1COc1cccc(CCC(=O)OC)c1. Reaction SMILES: [C:22](=[O:23])([O-:24])[O-:25].[CH2:1]([CH2:2][CH2:3][CH3:4])[c:5]1[n:6][c:7](-[c:12]2[cH:13][cH:14][c:15]([C:18]([F:19])([F:20])[F:21])[cH:16][cH:17]2)[s:8][c:9]1[CH2:10][Cl:11].[Cs+:26].[Cs+:27].[O:42]=[CH:43][N:44]([CH3:45])[CH3:46].[OH2:41].[OH:28][c:29]1[cH:30][c:31]([CH2:35][CH2:36][C:37](=[O:38])[O:39][CH3:40])[cH:32][cH:33][cH:34]1>>[CH2:1]([CH2:2][CH2:3][CH3:4])[c:5]1[n:6][c:7](-[c:12]2[cH:13][cH:14][c:15]([C:18]([F:19])([F:20])[F:21])[cH:16][cH:17]2)[s:8][c:9]1[CH2:10][O:28][c:29]1[cH:30][c:31]([CH2:35][CH2:36][C:37](=[O:38])[O:39][CH3:40])[cH:32][cH:33][cH:34]1. Starting materials: O=C([O-])[O-], CCCCc1nc(-c2ccc(C(F)(F)F)cc2)sc1CCl, [Cs+], [Cs+], CN(C)C=O, O, COC(=O)CCc1cccc(O)c1. Starting materials: BrCCCCC(CC)OC (1-Bromo-5-methoxyheptane), Ba(OH)2, compounds X, CC1C(CCCC1=O)=O (2-methyl-1,3-cyclohexanedione), BrCCCCC(CC)OC (1-Bromo-5-methoxyheptane), BrCCCCC(CC)OC (1-Bromo-5-methoxyheptane), CC1C(CCCC1=O)=O (2-methyl-1,3-cyclohexanedione). Product: BrCCCCC(CC)OC (1-Bromo-5-methoxyheptane), O=C(CCCC(=O)O)CC (5-oxoheptanoic acid). As a reaction SMILES: [Br:1][CH2:2][CH2:3][CH2:4][CH2:5][CH:6]([O:9][CH3:10])[CH2:7][CH3:8].[CH3:11][CH:12]1[C:17](=[O:18])[CH2:16][CH2:15][CH2:14][C:13]1=[O:19]>>[Br:1][CH2:2][CH2:3][CH2:4][CH2:5][CH:6]([O:9][CH3:10])[CH2:7][CH3:8].[O:18]=[C:17]([CH2:12][CH3:11])[CH2:16][CH2:15][CH2:14][C:13]([OH:19])=[O:9]. Procedure: 1-Bromo-5-methoxyheptane (Compound XX) is a reagent used for preparing preferred compounds X and XX. Compound XX is prepared in accordance with Reaction Scheme 3, starting from commercially available 2-methyl-1,3-cyclohexanedione. Thus, with reference to Reaction Scheme 3, 2-methyl-1,3-cyclohexanedione is reacted with base (Ba(OH)2) to yield 5-oxoheptanoic acid (Compound XXI). The oxo function of 5-oxoheptanoic acid (Compound XXI) is thereafter reduced, and the resulting hydroxy group, as well a... Reactants: O=C(Cl)C1CC1, [H-], Cc1cc(F)ccc1-c1nc(N)nc2c1ccc(=O)n2-c1c(F)cccc1F, [Na+], C1CCOC1. Product: Cc1cc(F)ccc1-c1nc(NC(=O)C2CC2)nc2c1ccc(=O)n2-c1c(F)cccc1F. RXN SMILES: [CH:31]1([C:34](=[O:35])[Cl:36])[CH2:32][CH2:33]1.[H-:30].[NH2:1][c:2]1[n:3][c:4](-[c:21]2[c:22]([CH3:28])[cH:23][c:24]([F:27])[cH:25][cH:26]2)[c:5]2[c:6]([n:7]1)[n:8](-[c:13]1[c:14]([F:20])[cH:15][cH:16][cH:17][c:18]1[F:19])[c:9](=[O:12])[cH:10][cH:11]2.[Na+:29].[O:37]1[CH2:38][CH2:39][CH2:40][CH2:41]1>>[NH:1]([c:2]1[n:3][c:4](-[c:21]2[c:22]([CH3:28])[cH:23][c:24]([F:27])[cH:25][cH:26]2)[c:5]2[c:6]([n:7]1)[n:8](-[c:13]1[c:14]([F:20])[cH:15][cH:16][cH:17][c:18]1[F:19])[c:9](=[O:12])[cH:10][cH:11]2)[C:34]([CH:31]1[CH2:32][CH2:33]1)=[O:35]. Starting materials: BrC1=CC=C(C(=O)Cl)C=C1 (4-bromobenzoyl chloride), C(C1=CC=CC=C1)N1C(=NC2=C(C1=O)C=CS2)C(CC)NCCN(C)C (3-benzyl-2-(1-{[2-(dimethylamino)ethyl]amino}propyl)thieno[2,3-d]pyrimidin-4(3H)-one), C(C)(C)N(C(C)C)CC (N,N-diisopropylethylamine). Solvent: ClCCl (dichloromethane), ClCCl (dichloromethane). Reaction conditions: time 1 hour. The product is C(C1=CC=CC=C1)N1C(=NC2=C(C1=O)C=CS2)C(CC)N(C(C2=CC=C(C=C2)Br)=O)CCN(C)C (N-[1-(3-benzyl-4-oxo-3,4-dihydrothieno[2,3-d]pyrimidin-2-yl)propyl]-4-bromo-N-[2-(dimethylamino)ethyl]benzamide). As a reaction SMILES: [Br:1][C:2]1[CH:10]=[CH:9][C:5]([C:6](Cl)=[O:7])=[CH:4][CH:3]=1.[CH2:11]([N:18]1[C:23](=[O:24])[C:22]2[CH:25]=[CH:26][S:27][C:21]=2[N:20]=[C:19]1[CH:28]([NH:31][CH2:32][CH2:33][N:34]([CH3:36])[CH3:35])[CH2:29][CH3:30])[C:12]1[CH:17]=[CH:16][CH:15]=[CH:14][CH:13]=1.C(N(CC)C(C)C)(C)C>ClCCl>[CH2:11]([N:18]1[C:23](=[O:24])[C:22]2[CH:25]=[CH:26][S:27][C:21]=2[N:20]=[C:19]1[CH:28]([N:31]([CH2:32][CH2:33][N:34]([CH3:36])[CH3:35])[C:6](=[O:7])[C:5]1[CH:9]=[CH:10][C:2]([Br:1])=[CH:3][CH:4]=1)[CH2:29][CH3:30])[C:12]1[CH:13]=[CH:14][CH:15]=[CH:16][CH:17]=1. Reported procedure: A solution of 4-bromobenzoyl chloride (8 mg, 0.035 mmol, 1 equiv) in dichloromethane (1 mL) was added to a solution of 3-benzyl-2-(1-{[2-(dimethylamino)ethyl]amino}propyl)thieno[2,3-d]pyrimidin-4(3H)-one (3-1, 13 mg, 0.035 mmol, 1 equiv) and N,N-diisopropylethylamine (5 mg, 0.035 mmol, 1 equiv) in dichloromethane (1 mL), and the resulting mixture was stirred under ambient conditions for 1 h. The reaction mixture was washed with saturated aqueous NaHCO3 solution, and brine, then dried (MgSO4) and...